Dataset: the Open Reaction Database (ORD), a public repository of structured organic reaction records. Task: describe an organic reaction: reactants, conditions, products, and yield Reactants: C(C1=CC=CC=C1)O[C@H]1[C@@H](O[C@@H]([C@H]([C@@H]1OCC1=CC=CC=C1)OCC1=CC=CC=C1)COCC1=CC=CC=C1)C1=CC(=C(C=C1)Cl)CC=1SC(=CC1)C1=NC=CC=N1 (1-(2,3,4,6-tetra-O-benzyl-β-D-glucopyranosyl)-4-chloro-3-(5-(2-pyrimidinyl)-2-thienylmethyl)benzene), B(F)(F)F (boron trifluoride), S(=S)(=O)([O-])[O-].[Na+].[Na+] (sodium thiosulfate), C(O)([O-])=O.[Na+] (sodium hydrogen carbonate). Run in C(C)S (ethanethiol). Reaction conditions: temperature 0 celsius, time 8 hour. The product is [C@@H]1([C@H](O)[C@@H](O)[C@H](O)[C@H](O1)CO)C1=CC(=C(C=C1)Cl)CC=1SC(=CC1)C1=NC=CC=N1 (1-(β-D-glucopyranosyl)-4-chloro-3-(5-(2-pyrimidinyl)-2-thienylmethyl)benzene). The yield is 54.1%. Reaction SMILES: C([O:8][C@@H:9]1[C@@H:14]([O:15]CC2C=CC=CC=2)[C@H:13]([O:23]CC2C=CC=CC=2)[C@@H:12]([CH2:31][O:32]CC2C=CC=CC=2)[O:11][C@H:10]1[C:40]1[CH:45]=[CH:44][C:43]([Cl:46])=[C:42]([CH2:47][C:48]2[S:49][C:50]([C:53]3[N:58]=[CH:57][CH:56]=[CH:55][N:54]=3)=[CH:51][CH:52]=2)[CH:41]=1)C1C=CC=CC=1.B(F)(F)F.C(=O)([O-])O.[Na+].S([O-])([O-])(=O)=S.[Na+].[Na+]>C(S)C>[C@@H:10]1([C:40]2[CH:45]=[CH:44][C:43]([Cl:46])=[C:42]([CH2:47][C:48]3[S:49][C:50]([C:53]4[N:54]=[CH:55][CH:56]=[CH:57][N:58]=4)=[CH:51][CH:52]=3)[CH:41]=2)[O:11][C@H:12]([CH2:31][OH:32])[C@@H:13]([OH:23])[C@H:14]([OH:15])[C@H:9]1[OH:8] |f:2.3,4.5.6|. Reported procedure: To a solution of the above 1-(2,3,4,6-tetra-O-benzyl-β-D-glucopyranosyl)-4-chloro-3-(5(2-pyrimidinyl)-2-thienylmethyl)benzene 55 (90 mg) in ethanethiol (1.5 ml) was added boron trifluoride.ether complex (0.42 ml) at 0° C., and the mixture was stirred at room temperature overnight. The mixture was cooled again to 0° C., and added thereto were a saturated aqueous sodium hydrogen carbonate solution and an aqueous sodium thiosulfate solution. The mixture was extracted with ethyl acetate and tetrahyd... Starting materials: ClC=1C2=C(N=CN1)C=CN2CC2=CC=C(O2)C(=O)OCC (ethyl 5-[(4-chloro-5H-pyrrolo[3,2-d]pyrimidin-5-yl)methyl]-2-furoate), ClC=1C=C(N)C=CC1OCC1=NC=CC=C1 (3-chloro-4-(pyridin-2-ylmethoxy)aniline). The solvent is C(O)([O-])=O.[Na+] (sodium hydrogen carbonate), CN1C(CCC1)=O (1-methyl-2-pyrrolidone). Reaction conditions: temperature 140 celsius, time 1.5 hour. The product is ClC=1C=C(C=CC1OCC1=NC=CC=C1)NC=1C2=C(N=CN1)C=CN2CC2=CC=C(O2)C(=O)OCC (ethyl 5-[(4-{[3-chloro-4-(pyridin-2-ylmethoxy)phenyl]amino}-5H-pyrrolo[3,2-d]pyrimidin-5-yl)methyl]-2-furoate). Isolated yield 89.0%. Reaction SMILES: Cl[C:2]1[C:3]2[N:10]([CH2:11][C:12]3[O:16][C:15]([C:17]([O:19][CH2:20][CH3:21])=[O:18])=[CH:14][CH:13]=3)[CH:9]=[CH:8][C:4]=2[N:5]=[CH:6][N:7]=1.[Cl:22][C:23]1[CH:24]=[C:25]([CH:27]=[CH:28][C:29]=1[O:30][CH2:31][C:32]1[CH:37]=[CH:36][CH:35]=[CH:34][N:33]=1)[NH2:26]>CN1CCCC1=O.C(=O)([O-])O.[Na+]>[Cl:22][C:23]1[CH:24]=[C:25]([NH:26][C:2]2[C:3]3[N:10]([CH2:11][C:12]4[O:16][C:15]([C:17]([O:19][CH2:20][CH3:21])=[O:18])=[CH:14][CH:13]=4)[CH:9]=[CH:8][C:4]=3[N:5]=[CH:6][N:7]=2)[CH:27]=[CH:28][C:29]=1[O:30][CH2:31][C:32]1[CH:37]=[CH:36][CH:35]=[CH:34][N:33]=1 |f:3.4|. Procedure: To a solution of ethyl 5-[(4-chloro-5H-pyrrolo[3,2-d]pyrimidin-5-yl)methyl]-2-furoate (300 mg) in 1-methyl-2-pyrrolidone (2.0 mL) was added 3-chloro-4-(pyridin-2-ylmethoxy)aniline (360 mg), and the mixture was heated to 140° C. and stirred for 1.5 hrs. The reaction mixture was allowed to cool to room temperature, diluted with 5% aqueous sodium hydrogen carbonate solution (30 mL) and extracted with a mixed solvent (45 mL×3) of ethyl acetate/tetrahydrofuran (1/1). The organic layer washed with sat... Reactants: COC(=O)C1=COC2=NC=CC=C21 (furo[2,3-b]pyridine-3-carboxylic acid methyl ester), CC(=O)[O-].[Na+] (NaOAc). Solvent: CO (MeOH). Conditions: time 20 hour. The product is COC(=O)C1COC2=NC=CC=C21 (2,3-dihydrofuro[2,3-b]pyridine-3-carboxylic acid methyl ester). RXN SMILES: [CH3:1][O:2][C:3]([C:5]1[C:13]2[C:8](=[N:9][CH:10]=[CH:11][CH:12]=2)[O:7][CH:6]=1)=[O:4].CC([O-])=O.[Na+]>CO>[CH3:1][O:2][C:3]([CH:5]1[C:13]2[C:8](=[N:9][CH:10]=[CH:11][CH:12]=2)[O:7][CH2:6]1)=[O:4] |f:1.2|. Procedure: To a suspension of furo[2,3-b]pyridine-3-carboxylic acid methyl ester (48 mmol) in 180 mL MeOH was added NaOAc (97 mmol). The flask was evacuated and filled three times with argon, 20% wet Pd(OH)2 on carbon (1000 mg) was added and the reaction was stirred for 20 h under a hydrogen atmosphere. It was then filtered over a 2 cm pad of celite and was washed with EtOH (50 mL) and EtOAc (50 mL). The filtrate was concentrated in vacuo to afford the desired compound as colorless oil.